This data is from the Open Reaction Database (ORD), a public repository of structured organic reaction records. The task is: describe an organic reaction: reactants, conditions, products, and yield The reactants are CC(C)(C)OC(=O)c1c(N)sc2c1CC(CN1C(=O)c3ccccc3C1=O)OC2, CCO, ClCCl, NN. Yields the product CC(C)(C)OC(=O)c1c(N)sc2c1CC(CN)OC2. Reaction SMILES: [C:1]([CH3:2])([CH3:3])([CH3:4])[O:5][C:6](=[O:7])[c:8]1[c:9]([NH2:29])[s:10][c:11]2[c:16]1[CH2:15][CH:14]([CH2:17][N:18]1[C:19](=[O:20])[c:21]3[c:22]([cH:23][cH:24][cH:25][cH:26]3)[C:27]1=[O:28])[O:13][CH2:12]2.[CH3:32][CH2:33][OH:34].[Cl:35][CH2:36][Cl:37].[NH2:30][NH2:31]>>[C:1]([CH3:2])([CH3:3])([CH3:4])[O:5][C:6](=[O:7])[c:8]1[c:9]([NH2:29])[s:10][c:11]2[c:16]1[CH2:15][CH:14]([CH2:17][NH2:18])[O:13][CH2:12]2. Starting materials: FC=1C=C2C(C(=C3N(C2=CC1N1CCNCC1)C(S3)C3=CC=C(C=C3)F)C(=O)OCC)=O (ethyl 6-fluoro-1-(4-fluorophenyl)-4-oxo-7-(1-piperazinyl)-4H-(1,3)thiazeto(3,2-a)quinoline-3-carboxylate), ClC1=CC=C(C=C1)C1SC=2N1C1=CC(=C(C=C1C(C2C(=O)OCC)=O)F)N2CCNCC2 (ethyl 1-(4-chlorophenyl)-6-fluoro-4-oxo-7-(1-piperazinyl)-4H-(1,3)thiazeto(3,2-a)quinoline-3-carboxylate), ClC1=CC=C(C=C1)C1SC=2N1C1=CC(=C(C=C1C(C2C(=O)OCC)=O)F)N2CCN(CC2)C (ethyl 1-(4-chlorophenyl)-6-fluoro-7-(4-methyl-1-piperazinyl)-4-oxo-4H-(1,3)thiazeto(3,2-a)quinoline-3-carboxylate), FC=1C=C2C(C(=C3N(C2=C(C1N1CCNCC1)OC)C(S3)C)C(=O)O)=O (6-fluoro-8-methoxy-1-methyl-4-oxo-7 (1piperazinyl)-4H-(1,3)thiazeto(3,2-a)quinoline-3-carboxylic acid), ClC1=CC=C(C=C1)C1SC=2N1C1=CC(=C(C=C1C(C2C(=O)OCC)=O)F)N2CC(N(CC2)C)C (ethyl 1-(4-chlorophenyl)-6-fluoro-7-(3,4-dimethyl-1-piperazinyl)-4-oxo-4H-(1,3)thiazeto(3,2-a)quinoline-3-carboxylate), FC=1C=C2C(C(=C3N(C2=CC1N1CC(NCC1)C)C(S3)C3=CC=C(C=C3)F)C(=O)OCC)=O (ethyl 6-fluoro-1-(4-fluorophenyl)-7-(3-methyl-1-piperazinyl)-4-oxo-4H-(1,3)thiazeto(3,2-a)quinoline-3-carboxylate), FC=1C=C2C(C(=C3N(C2=CC1N1CC(N(CC1)C)C)C(S3)C3=CC=C(C=C3)F)C(=O)OCC)=O (ethyl 6-fluoro-1-(4-fluorophenyl)-7-(3,4-dimethyl-1-piperazinyl)-4-oxo-4H-(1,3)thiazeto(3,2-a)quinoline-3-carboxylate), ClC1=CC=C(C=C1)C1SC=2N1C1=CC(=C(C=C1C(C2C(=O)OCC)=O)F)N2CC(NCC2)C (ethyl 1-(4-chlorophenyl)-6-fluoro-7-(3-methyl-1-piperazinyl)-4-oxo-4H-(1,3)thiazeto(3,2-a)quinoline-3-carboxylate). The product is FC=1C=C2C(C(=C3N(C2=CC1N1CCN(CC1)C)C(S3)C3=CC=C(C=C3)F)C(=O)OCC)=O (Ethyl 6-fluoro-1-(4-fluorophenyl)-7-(4-methyl-1-piperazinyl)-4-oxo-4H-(1,3)thiazeto(3,2-a)quinoline-3-carboxylate). Reported procedure: ethyl 6-fluoro-1-(4-fluorophenyl)-4-oxo-7-(1-piperazinyl)-4H-(1,3)thiazeto(3,2-a)quinoline-3-carboxylate; ethyl 6-fluoro-1-(4-fluorophenyl)-7-(3-methyl-1-piperazinyl)-4-oxo-4H-(1,3)thiazeto(3,2-a)quinoline-3-carboxylate; ethyl 6-fluoro-1-(4-fluorophenyl)-7-(3,4-dimethyl-1-piperazinyl)-4-oxo-4H-(1,3)thiazeto(3,2-a)quinoline-3-carboxylate; ethyl 1-(4-chlorophenyl)-6-fluoro-7-(4-methyl-1-piperazinyl)-4-oxo-4H-(1,3)thiazeto(3,2-a)quinoline-3-carboxylate; ethyl 1-(4-chlorophenyl)-6-fluoro-4-oxo-7-(1-... RXN SMILES: [F:1][C:2]1[CH:3]=[C:4]2[C:9](=[CH:10][C:11]=1[N:12]1[CH2:17][CH2:16][NH:15][CH2:14][CH2:13]1)[N:8]1[CH:18]([C:20]3[CH:25]=[CH:24][C:23]([F:26])=[CH:22][CH:21]=3)[S:19][C:7]1=[C:6]([C:27]([O:29][CH2:30][CH3:31])=[O:28])[C:5]2=[O:32].F[C:34]1C=C2C(=CC=1N1CCNC(C)C1)N1C(C3C=CC(F)=CC=3)SC1=C(C(OCC)=O)C2=O.FC1C=C2C(=CC=1N1CCN(C)C(C)C1)N1C(C3C=CC(F)=CC=3)SC1=C(C(OCC)=O)C2=O.ClC1C=CC(C2N3C4C(C(=O)C(C(OCC)=O)=C3S2)=CC(F)=C(N2CCN(C)CC2)C=4)=CC=1.ClC1C=CC(C2N3C4C(C(=O)C(C(OCC)=O)=C3S2)=CC(F)=C(N2CCNCC2)C=4)=CC=1.ClC1C=CC(C2N3C4C(C(=O)C(C(OCC)=O)=C3S2)=CC(F)=C(N2CCNC(C)C2)C=4)=CC=1.ClC1C=CC(C2N3C4C(C(=O)C(C(OCC)=O)=C3S2)=CC(F)=C(N2CCN(C)C(C)C2)C=4)=CC=1.FC1C=C2C(=C(OC)C=1N1CCNCC1)N1C(C)SC1=C(C(O)=O)C2=O>>[F:1][C:2]1[CH:3]=[C:4]2[C:9](=[CH:10][C:11]=1[N:12]1[CH2:13][CH2:14][N:15]([CH3:34])[CH2:16][CH2:17]1)[N:8]1[CH:18]([C:20]3[CH:21]=[CH:22][C:23]([F:26])=[CH:24][CH:25]=3)[S:19][C:7]1=[C:6]([C:27]([O:29][CH2:30][CH3:31])=[O:28])[C:5]2=[O:32].